This data is from the Open Reaction Database (ORD), a public repository of structured organic reaction records. The task is: describe an organic reaction: reactants, conditions, products, and yield Reactants: O=C([O-])[O-], CN(C)C=O, Cc1oc(-c2ccccc2)nc1CCl, [K+], [K+], O, COC(=O)Cc1ccc(O)cc1. The product is COC(=O)Cc1ccc(OCc2nc(-c3ccccc3)oc2C)cc1. Reaction SMILES: [C:27](=[O:28])([O-:29])[O-:30].[CH3:33][N:34]([CH3:35])[CH:36]=[O:37].[Cl:1][CH2:2][c:3]1[n:4][c:5](-[c:9]2[cH:10][cH:11][cH:12][cH:13][cH:14]2)[o:6][c:7]1[CH3:8].[K+:31].[K+:32].[OH2:38].[OH:15][c:16]1[cH:17][cH:18][c:19]([CH2:22][C:23](=[O:24])[O:25][CH3:26])[cH:20][cH:21]1>>[CH2:2]([c:3]1[n:4][c:5](-[c:9]2[cH:10][cH:11][cH:12][cH:13][cH:14]2)[o:6][c:7]1[CH3:8])[O:15][c:16]1[cH:17][cH:18][c:19]([CH2:22][C:23](=[O:24])[O:25][CH3:26])[cH:20][cH:21]1. Starting materials: O=Cc1ccc(Br)cc1, c1cc(P(C2CCCCC2)C2CCCCC2)ccc1C1OCCO1, OCCO, Cc1ccc(S(=O)(=O)O)cc1, c1ccccc1. Product: Brc1ccc(C2OCCO2)cc1. RXN SMILES: [Br:25][c:26]1[cH:27][cH:28][c:29]([CH:30]=[O:31])[cH:32][cH:33]1.[CH:1]1([P:2]([CH:3]2[CH2:4][CH2:5][CH2:6][CH2:7][CH2:19]2)[c:8]2[cH:9][cH:10][c:11]([CH:14]3[O:15][CH2:16][CH2:17][O:18]3)[cH:12][cH:13]2)[CH2:20][CH2:21][CH2:22][CH2:23][CH2:24]1.[OH:34][CH2:35][CH2:36][OH:37].[c:38]1([CH3:39])[cH:40][cH:41][c:42]([S:43]([OH:44])(=[O:45])=[O:46])[cH:47][cH:48]1.[cH:49]1[cH:50][cH:51][cH:52][cH:53][cH:54]1>>[c:8]1([Br:25])[cH:9][cH:10][c:11]([CH:14]2[O:15][CH2:16][CH2:17][O:18]2)[cH:12][cH:13]1. The reactants are ClC1=NC=C(C(=N1)Cl)F (2,4-dichloro-5-fluoropyrimidine), NC=1C=C(CN2CCC(CC2)C(=O)OCC)C=CC1 (ethyl 1-(3-aminobenzyl)piperidine-4-carboxylate). Reaction SMILES: [Cl:1][C:2]1[N:7]=[C:6](Cl)[C:5]([F:9])=[CH:4][N:3]=1.[NH2:10][C:11]1[CH:12]=[C:13]([CH:26]=[CH:27][CH:28]=1)[CH2:14][N:15]1[CH2:20][CH2:19][CH:18]([C:21]([O:23][CH2:24][CH3:25])=[O:22])[CH2:17][CH2:16]1>>[Cl:1][C:2]1[N:7]=[C:6]([NH:10][C:11]2[CH:28]=[CH:27][CH:26]=[C:13]([CH2:14][N:15]3[CH2:20][CH2:19][CH:18]([C:21]([O:23][CH2:24][CH3:25])=[O:22])[CH2:17][CH2:16]3)[CH:12]=2)[C:5]([F:9])=[CH:4][N:3]=1. Procedure details: In a like manner to the preparation of 2-chloro-N4-(3,4-ethylenedioxyphenyl)-5-fluoro-4-pyrimidineamine, 2,4-dichloro-5-fluoropyrimidine and ethyl 1-(3-aminobenzyl)piperidine-4-carboxylate were reacted to provide 2-chloro-N4-[3-[[4-(ethoxycarbonyl)piperidino]methyl]phenyl]-5-fluoro-4-pyrimidineamine. LCMS: purity: 97%; MS (m/e): 394(MH+). Yields the product ClC1=NC=C(C(=N1)NC1=CC(=CC=C1)CN1CCC(CC1)C(=O)OCC)F (2-chloro-N4-[3-[[4-(ethoxycarbonyl)piperidino]methyl]phenyl]-5-fluoro-4-pyrimidineamine). Reactants: C1CCOC1, CO, CCCCCC(COc1cnc(-c2ccc(OCc3ccccc3)cc2)nc1)OC1CCCCO1. Product: CCCCCC(COc1cnc(-c2ccc(O)cc2)nc1)OC1CCCCO1. RXN SMILES: [CH2:36]1[O:37][CH2:38][CH2:39][CH2:40]1.[CH3:41][OH:42].[O:1]1[CH:2]([O:7][CH:8]([CH2:9][O:10][c:11]2[cH:12][n:13][c:14](-[c:17]3[cH:18][cH:19][c:20]([O:23][CH2:24][c:25]4[cH:26][cH:27][cH:28][cH:29][cH:30]4)[cH:21][cH:22]3)[n:15][cH:16]2)[CH2:31][CH2:32][CH2:33][CH2:34][CH3:35])[CH2:3][CH2:4][CH2:5][CH2:6]1>>[O:1]1[CH:2]([O:7][CH:8]([CH2:9][O:10][c:11]2[cH:12][n:13][c:14](-[c:17]3[cH:18][cH:19][c:20]([OH:23])[cH:21][cH:22]3)[n:15][cH:16]2)[CH2:31][CH2:32][CH2:33][CH2:34][CH3:35])[CH2:3][CH2:4][CH2:5][CH2:6]1.